From a dataset of the Open Reaction Database (ORD), a public repository of structured organic reaction records. describe an organic reaction: reactants, conditions, products, and yield Starting materials: N1=CC(=CC2=CC=CC=C12)C=O (3-quinolinecarboxaldehyde), N1=C(C=CC=C1)C=O (2-pyridinecarboxaldehyde). The product is N1=CC(=CC2=CC=CC=C12)C=C/C=C/C=O (trans-5-quinolin-3-yl-penta-2,4-dienal). RXN SMILES: [N:1]1[C:10]2[C:5](=[CH:6][CH:7]=[CH:8][CH:9]=2)[CH:4]=[C:3]([CH:11]=O)[CH:2]=1.N1C=C[CH:16]=[CH:15][C:14]=1[CH:19]=[O:20]>>[N:1]1[C:10]2[C:5](=[CH:6][CH:7]=[CH:8][CH:9]=2)[CH:4]=[C:3]([CH:11]=[CH:16]/[CH:15]=[CH:14]/[CH:19]=[O:20])[CH:2]=1. Reported procedure: The title compound was prepared by a procedure analogous to Reference Example 5 by substituting 3-quinolinecarboxaldehyde for the 2-pyridinecarboxaldehyde of Reference Example 5. MS 210 (M+H)+. Starting materials: C(C)(C)(C)OC(NC(C)(C1CCC(CC1)=O)C)=O ([1-Methyl-1-(4-oxo-cyclohexyl)-ethyl]-carbamic acid tert-butyl ester), [BH4-].[Na+] (sodium borohydride). Run in C(C)O (ethanol). Run at time 3.5 hour. Yields the product C(C)(C)(C)OC(NC(C)(C1CCC(CC1)O)C)=O ([1-Methyl-1-(4-hydroxy-cyclohexyl)-ethyl]carbamic acid tert-butyl ester). Yield: 93.4%. As a reaction SMILES: [C:1]([O:5][C:6](=[O:18])[NH:7][C:8]([CH3:17])([CH:10]1[CH2:15][CH2:14][C:13](=[O:16])[CH2:12][CH2:11]1)[CH3:9])([CH3:4])([CH3:3])[CH3:2].[BH4-].[Na+]>C(O)C>[C:1]([O:5][C:6](=[O:18])[NH:7][C:8]([CH3:9])([CH:10]1[CH2:15][CH2:14][CH:13]([OH:16])[CH2:12][CH2:11]1)[CH3:17])([CH3:2])([CH3:3])[CH3:4] |f:1.2|. Procedure details: 2.91 g of [1-Methyl-1-(4-oxo-cyclohexyl)-ethyl]-carbamic acid tert-butyl ester (20) were dissolved in 60 mL of ethanol and 473 mg of sodium borohydride were added at −20° C. The mixture was allowed to warm to room temperature and stirred for 3.5 h. The mixture was evaporated, the residue was dissolved in ethyl acetate and washed twice with 2N hydrochloric acid and once with brine. The organic layer was dried over sodium sulphate and evaporated to dryness to give 2.74 g of (21). Rt=1.27 min (Meth... The reactants are S(=O)(=O)([O-])[O-] (sulphate), NC1=CC=C(C=O)C=C1 (p-aminobenzaldehyde), S(O)(O)(=O)=O (sulphuric acid). Run in aqueous solution. Run at time 1 hour. Product: OC1=CC=C(C=O)C=C1 (p-hydroxybenzaldehyde). RXN SMILES: S([O-])([O-])(=O)=O.N[C:7]1[CH:14]=[CH:13][C:10]([CH:11]=[O:12])=[CH:9][CH:8]=1.S(=O)(=O)(O)[OH:16]>>[OH:16][C:7]1[CH:14]=[CH:13][C:10]([CH:11]=[O:12])=[CH:9][CH:8]=1. Procedure: The procedure of Example 8 was followed except that the production of the sulphate of p-aminobenzaldehyde by reaction with sulphuric acid in 40% aqueous solution was effected at 40° C. for one hour, to obtain 2.0 g (0.016 mol) of p-hydroxybenzaldehyde. The yield thereof was 41%, based on the weight of p-aminobenzaldehyde used. Starting materials: CC1CNCCN1, Cc1ccc2c(OS(=O)(=O)C(F)(F)F)cccc2n1. The product is Cc1ccc2c(N3CCNC(C)C3)cccc2n1. Reaction SMILES: [CH3:1][CH:2]1[NH:3][CH2:4][CH2:5][NH:6][CH2:7]1.[F:8][C:9]([F:10])([F:11])[S:12]([O:13][c:14]1[c:15]2[cH:16][cH:17][c:18]([CH3:24])[n:19][c:20]2[cH:21][cH:22][cH:23]1)(=[O:25])=[O:26]>>[CH3:1][CH:2]1[NH:3][CH2:4][CH2:5][N:6]([c:14]2[c:15]3[cH:16][cH:17][c:18]([CH3:24])[n:19][c:20]3[cH:21][cH:22][cH:23]2)[CH2:7]1. Starting materials: CC#N, Clc1cncc(Cl)n1, [K+], [K+], CC(C)(C)OC(=O)N1CCNCC1, O=C([O-])[O-]. The product is CC(C)(C)OC(=O)N1CCN(c2cncc(Cl)n2)CC1. Reaction SMILES: [CH3:28][C:29]#[N:30].[Cl:14][c:15]1[n:16][c:17]([Cl:21])[cH:18][n:19][cH:20]1.[K+:22].[K+:23].[N:1]1([C:7](=[O:8])[O:9][C:10]([CH3:11])([CH3:12])[CH3:13])[CH2:2][CH2:3][NH:4][CH2:5][CH2:6]1.[O-:24][C:25]([O-:26])=[O:27]>>[N:1]1([C:7](=[O:8])[O:9][C:10]([CH3:11])([CH3:12])[CH3:13])[CH2:2][CH2:3][N:4]([c:17]2[n:16][c:15]([Cl:14])[cH:20][n:19][cH:18]2)[CH2:5][CH2:6]1.